Dataset: the Open Reaction Database (ORD), a public repository of structured organic reaction records. Task: describe an organic reaction: reactants, conditions, products, and yield Reactants: NC=1C=CC(=C(C1)[C@]1(N=C(OC[C@@H]1OCC(F)(F)F)N)C)F ((4R,5R)-4-(5-amino-2-fluoro-phenyl)-4-methyl-5-(2,2,2-trifluoro-ethoxy)-5,6-dihydro-4H-[1,3]oxazin-2-ylamine), ClC=1C=CC(=NC1)C(=O)O (5-chloro-pyridine-2-carboxylic acid). The product is NC=1OC[C@@H]([C@@](N1)(C)C=1C=C(C=CC1F)NC(=O)C1=NC=C(C=C1)Cl)OCC(F)(F)F (5-Chloro-pyridine-2-carboxylic acid {3-[(4R,5R)-2-amino-4-methyl-5-(2,2,2-trifluoro-ethoxy)-5,6-dihydro-4H-[1,3]oxazin-4-yl]-4-fluoro-phenyl}-amide). RXN SMILES: [NH2:1][C:2]1[CH:3]=[CH:4][C:5]([F:22])=[C:6]([C@:8]2([CH3:21])[C@@H:13]([O:14][CH2:15][C:16]([F:19])([F:18])[F:17])[CH2:12][O:11][C:10]([NH2:20])=[N:9]2)[CH:7]=1.[Cl:23][C:24]1[CH:25]=[CH:26][C:27]([C:30](O)=[O:31])=[N:28][CH:29]=1>>[NH2:20][C:10]1[O:11][CH2:12][C@H:13]([O:14][CH2:15][C:16]([F:18])([F:19])[F:17])[C@:8]([C:6]2[CH:7]=[C:2]([NH:1][C:30]([C:27]3[CH:26]=[CH:25][C:24]([Cl:23])=[CH:29][N:28]=3)=[O:31])[CH:3]=[CH:4][C:5]=2[F:22])([CH3:21])[N:9]=1. Reported procedure: The condensation of (4R,5R)-4-(5-amino-2-fluoro-phenyl)-4-methyl-5-(2,2,2-trifluoro-ethoxy)-5,6-dihydro-4H-[1,3]oxazin-2-ylamine (A8.4) and 5-chloro-pyridine-2-carboxylic acid following procedure I yielded the title compound as a white solid. MS (ISP): m/z=461.2 [M+H]+.